This data is from the Open Reaction Database (ORD), a public repository of structured organic reaction records. The task is: describe an organic reaction: reactants, conditions, products, and yield Reactants: COc1nc(OC)nc([N+]2(C)CCOCC2)n1, [Cl-], Cl, CS(=O)(=O)Nc1ccc(CN)cc1F, O=C(O)C=Cc1ccc(C(F)(F)F)nc1Oc1ccccc1, O. Product: CS(=O)(=O)Nc1ccc(CNC(=O)C=Cc2ccc(C(F)(F)F)nc2Oc2ccccc2)cc1F. RXN SMILES: [CH3:18][O:19][c:20]1[n:21][c:22]([O:23][CH3:24])[n:25][c:26]([N+:27]2([CH3:28])[CH2:29][CH2:30][O:31][CH2:32][CH2:33]2)[n:34]1.[Cl-:17].[ClH:15].[NH2:1][CH2:2][c:3]1[cH:4][c:5]([F:14])[c:6]([NH:9][S:10](=[O:11])(=[O:12])[CH3:13])[cH:7][cH:8]1.[O:35]([c:36]1[cH:37][cH:38][cH:39][cH:40][cH:41]1)[c:42]1[n:43][c:44]([C:53]([F:54])([F:55])[F:56])[cH:45][cH:46][c:47]1[CH:48]=[CH:49][C:50](=[O:51])[OH:52].[OH2:16]>>[NH:1]([CH2:2][c:3]1[cH:4][c:5]([F:14])[c:6]([NH:9][S:10](=[O:11])(=[O:12])[CH3:13])[cH:7][cH:8]1)[C:50]([CH:49]=[CH:48][c:47]1[c:42]([O:35][c:36]2[cH:37][cH:38][cH:39][cH:40][cH:41]2)[n:43][c:44]([C:53]([F:54])([F:55])[F:56])[cH:45][cH:46]1)=[O:51]. Starting materials: CC(=O)O[BH-](OC(C)=O)OC(C)=O, O=C([O-])O, CC(=O)O, O=CC1CCCCCC1, O=C(NC1CCNCC1)C(O)(c1ccccc1)C1CCCC1, [Na+], [Na+], C1CCOC1. Yields the product O=C(NC1CCN(CC2CCCCCC2)CC1)C(O)(c1ccccc1)C1CCCC1. RXN SMILES: [C:32]([O:33][BH-:34]([O:35][C:36](=[O:37])[CH3:38])[O:39][C:40](=[O:41])[CH3:42])(=[O:43])[CH3:44].[C:46](=[O:47])([OH:48])[O-:49].[CH3:56][C:57](=[O:58])[OH:59].[CH:23]1([CH:30]=[O:31])[CH2:24][CH2:25][CH2:26][CH2:27][CH2:28][CH2:29]1.[NH:1]1[CH2:2][CH2:3][CH:4]([NH:7][C:8]([C:9]([c:10]2[cH:11][cH:12][cH:13][cH:14][cH:15]2)([OH:16])[CH:17]2[CH2:18][CH2:19][CH2:20][CH2:21]2)=[O:22])[CH2:5][CH2:6]1.[Na+:45].[Na+:50].[O:51]1[CH2:52][CH2:53][CH2:54][CH2:55]1>>[N:1]1([CH2:30][CH:23]2[CH2:24][CH2:25][CH2:26][CH2:27][CH2:28][CH2:29]2)[CH2:2][CH2:3][CH:4]([NH:7][C:8]([C:9]([c:10]2[cH:11][cH:12][cH:13][cH:14][cH:15]2)([OH:16])[CH:17]2[CH2:18][CH2:19][CH2:20][CH2:21]2)=[O:22])[CH2:5][CH2:6]1. Reactants: ClCCN(C1=CC=C(C=C1)F)C([C@@H]([C@H](C(=O)OC(C)(C)C)O)O)=O (tert-butyl (2R,3R)-4-[N-(2-chloroethyl)-4-fluoroanilino]-2,3-dihydroxy-4-oxobutanoate), CN(C)C=O (DMF). The solvent is CC(C)(C)O.CS(=O)C (t-BuOH DMSO). Product: FC1=CC=C(C=C1)N1C([C@H](OCC1)[C@H](C(=O)OC(C)(C)C)O)=O (tert-butyl (2R)-2-[(2R)-4-(4-fluorophenyl)-3-oxomorpholin-2-yl]-2-hydroxyacetate). The yield is 27.5%. Reaction SMILES: Cl[CH2:2][CH2:3][N:4]([C:12](=[O:24])[C@H:13]([OH:23])[C@@H:14]([OH:22])[C:15]([O:17][C:18]([CH3:21])([CH3:20])[CH3:19])=[O:16])[C:5]1[CH:10]=[CH:9][C:8]([F:11])=[CH:7][CH:6]=1.CN(C=O)C>CC(O)(C)C.CS(C)=O>[F:11][C:8]1[CH:9]=[CH:10][C:5]([N:4]2[CH2:3][CH2:2][O:23][C@H:13]([C@@H:14]([OH:22])[C:15]([O:17][C:18]([CH3:21])([CH3:20])[CH3:19])=[O:16])[C:12]2=[O:24])=[CH:6][CH:7]=1 |f:2.3|. Procedure details: According to the Step 7-5 in synthetic method for EXAMPLE 7, compound 59-4 (1.62 g) and DMF were used instead of 7-4 and t-BuOH-DMSO to obtain compound 59-5 (400 mg) as a colorless amorphous solid. Reactants: C(C)(=O)O[C@@H]1[C@H]([C@@H](OC2(CC2)[C@H]1OC(C)=O)C1=CC(=C(C=C1)Cl)CC1=CC=C(C=C1)OCC)OC(C)=O (Acetic acid (5S,6S,7R,8S)-7,8-diacetoxy-5-[4-chloro-3-(4-ethoxy-benzyl)-phenyl]-4-oxa-spiro[2.5]oct-6-yl ester), B(Br)(Br)Br (BBr3). The solvent is C(C)OCC (diethyl ether), O (water), ClCCl (dichloromethane). Conditions: temperature -15 celsius, time 1 hour. Product: C(C)(=O)O[C@@H]1[C@H]([C@@H](OC2(CC2)[C@H]1OC(C)=O)C1=CC(=C(C=C1)Cl)CC1=CC=C(C=C1)O)OC(C)=O (Acetic acid (5S,6S,7R,8S)-7,8-diacetoxy-5-[4-chloro-3-(4-hydroxy-benzyl)-phenyl]-4-oxa-spiro[2.5]oct-6-yl ester). The yield is 99.4%. RXN SMILES: [C:1]([O:4][C@H:5]1[C@H:12]([O:13][C:14](=[O:16])[CH3:15])[C:9]2([CH2:11][CH2:10]2)[O:8][C@@H:7]([C:17]2[CH:22]=[CH:21][C:20]([Cl:23])=[C:19]([CH2:24][C:25]3[CH:30]=[CH:29][C:28]([O:31]CC)=[CH:27][CH:26]=3)[CH:18]=2)[C@@H:6]1[O:34][C:35](=[O:37])[CH3:36])(=[O:3])[CH3:2].B(Br)(Br)Br>ClCCl.C(OCC)C.O>[C:1]([O:4][C@H:5]1[C@H:12]([O:13][C:14](=[O:16])[CH3:15])[C:9]2([CH2:10][CH2:11]2)[O:8][C@@H:7]([C:17]2[CH:22]=[CH:21][C:20]([Cl:23])=[C:19]([CH2:24][C:25]3[CH:26]=[CH:27][C:28]([OH:31])=[CH:29][CH:30]=3)[CH:18]=2)[C@@H:6]1[O:34][C:35](=[O:37])[CH3:36])(=[O:3])[CH3:2]. Procedure details: To a solution of Acetic acid (5S,6S,7R,8S)-7,8-diacetoxy-5-[4-chloro-3-(4-ethoxy-benzyl)-phenyl]-4-oxa-spiro[2.5]oct-6-yl ester (300 mg, 0.56 mmole) in dry dichloromethane (5 mL), BBr3 (0.54 mL, 5.6 mmole) was added at −78° C. and stirred at −15° C. for 1 hour. The reaction mixture was diluted with diethyl ether (5.0 mL), stirred for 30 min. and further diluted with water (15 mL) and extracted with DCM (2×50 mL) to furnish 280 mg of Acetic acid (5S,6S,7R,8S)-7,8-diacetoxy-5-[4-chloro-3-(4-hydrox... Starting materials: COc1ccc(CC(C)N)cc1OC, OCC1CO1, CC(C)O. Yields the product COc1ccc(CC(C)NCC(O)CO)cc1OC. Reaction SMILES: [CH3:1][O:2][c:3]1[cH:4][c:5]([CH2:11][CH:12]([CH3:13])[NH2:14])[cH:6][cH:7][c:8]1[O:9][CH3:10].[CH:15]1([CH2:16][OH:17])[CH2:18][O:19]1.[CH:20]([OH:21])([CH3:22])[CH3:23]>>[CH3:1][O:2][c:3]1[cH:4][c:5]([CH2:11][CH:12]([CH3:13])[NH:14][CH2:18][CH:15]([CH2:16][OH:17])[OH:19])[cH:6][cH:7][c:8]1[O:9][CH3:10].